From a dataset of the Open Reaction Database (ORD), a public repository of structured organic reaction records. describe an organic reaction: reactants, conditions, products, and yield The reactants are [H-].[H-].[H-].[H-].[Li+].[Al+3] (LiAlH4), C(CCC)O[C@@H](C(=O)OC)C ((R)-methyl 2-butoxypropionate), O (water). Solvent: C1CCOC1 (THF), C1CCOC1 (THF). Yields the product C(CCC)O[C@@H](CO)C ((R)-2-butoxy-1-propanol). Yield: 65.8%. RXN SMILES: [H-].[H-].[H-].[H-].[Li+].[Al+3].[CH2:7]([O:11][C@H:12]([CH3:17])[C:13](OC)=[O:14])[CH2:8][CH2:9][CH3:10].O>C1COCC1>[CH2:7]([O:11][C@H:12]([CH3:17])[CH2:13][OH:14])[CH2:8][CH2:9][CH3:10] |f:0.1.2.3.4.5|. Reported procedure: THF (200 ml) was added to LiAlH4 (16.8 g), followed by agitating the mixture under ice cooling, dropwise adding thereto a solution of (R)-methyl 2-butoxypropionate (54 g) in THF (150 ml), agitating the mixture at room temperature for 3 hours, again cooling it with ice, adding water, extracting with heptane (300 ml) water-washing, concentrating and distilling the resulting concentrate under reduced pressure to obtain (R)-2-butoxy-1-propanol (29.3 g).